Dataset: the Open Reaction Database (ORD), a public repository of structured organic reaction records. Task: describe an organic reaction: reactants, conditions, products, and yield The reactants are ClC=1C=CC(=C(N)C1)[N+](=O)[O-] (5-chloro-2-nitroaniline), ice water, N1N=CN=C1 (1,2,4-triazole), C([O-])([O-])=O.[K+].[K+] (potassium carbonate). Solvent: CN(C)C=O (DMF). Reaction conditions: temperature 130 celsius, time 5 hour. The product is N1(N=CN=C1)C=1C=CC(=C(N)C1)[N+](=O)[O-] (5-(1,2,4-triazol-1-yl)-2-Nitroaniline). Reaction SMILES: Cl[C:2]1[CH:3]=[CH:4][C:5]([N+:9]([O-:11])=[O:10])=[C:6]([CH:8]=1)[NH2:7].[NH:12]1[CH:16]=[N:15][CH:14]=[N:13]1.C(=O)([O-])[O-].[K+].[K+]>CN(C=O)C>[N:12]1([C:2]2[CH:3]=[CH:4][C:5]([N+:9]([O-:11])=[O:10])=[C:6]([CH:8]=2)[NH2:7])[CH:16]=[N:15][CH:14]=[N:13]1 |f:2.3.4|. Reported procedure: A 10.0 g portion of 5-chloro-2-nitroaniline, 8.0 g of 1,2,4-triazole and 16.0 g of potassium carbonate were suspended in 50 ml of DMF and stirred for 5hours while heating at 130° C. The reaction solution was poured into ice water, and the thus precipitated crystals were collected by filtration and washed with purified water. By washing the crystals with methanol, 10.0 g (84% in yield) of the title compound was obtained. Its physical property values are shown below. The reactants are [N-]=[N+]=[N-].[Na+] (Sodium azide), BrC=1C=C2CCC(C2=CC1)=O (5-bromo-1-indanone), [OH-].[Na+] (sodium hydroxide). Run in S(O)(O)(=O)=O (sulfuric acid). Conditions: temperature 0 celsius, time 24 hour. Product: BrC=1C=C2CCNC(C2=CC1)=O (6-bromo-3,4-dihydroisoquinolin-1(2H)-one). Isolated yield 6.9%. RXN SMILES: [Br:1][C:2]1[CH:3]=[C:4]2[C:8](=[CH:9][CH:10]=1)[C:7](=[O:11])[CH2:6][CH2:5]2.[N-:12]=[N+]=[N-].[Na+].[OH-].[Na+]>S(=O)(=O)(O)O>[Br:1][C:2]1[CH:3]=[C:4]2[C:8](=[CH:9][CH:10]=1)[C:7](=[O:11])[NH:12][CH2:6][CH2:5]2 |f:1.2,3.4|. Procedure: A suspension of 5-bromo-1-indanone (15 g, 71 mmol) in concentrated sulfuric acid (75 mL) was cooled to 0° C. Sodium azide (6.5 g, 100 mmol) was added portionwise over 1 hour. The reaction was allowed to warm to room temperature and stirred for 24 hours. The mixture was poured onto ice, neutralised with 4N sodium hydroxide and extracted with ethyl acetate. The organic layer was washed with brine, dried over MgSO4 and concentrated in vacuo. The residue was purified by dry flash chromatography usin...